Dataset: the Open Reaction Database (ORD), a public repository of structured organic reaction records. Task: describe an organic reaction: reactants, conditions, products, and yield The reactants are Cc1[nH]c(C=O)c(C)c1CCC(=O)O, CCOc1cccc(-c2ccc3c(c2)NC(=O)C3)c1, C1CCNCC1, CCO. Product: CCOc1cccc(-c2ccc3c(c2)NC(=O)C3=Cc2[nH]c(C)c(CCC(=O)O)c2C)c1. As a reaction SMILES: [C:1](=[O:2])([OH:3])[CH2:4][CH2:5][c:6]1[c:7]([CH3:14])[nH:8][c:9]([CH:12]=[O:13])[c:10]1[CH3:11].[CH2:15]([CH3:16])[O:17][c:18]1[cH:19][c:20](-[c:24]2[cH:25][cH:26][c:27]3[c:31]([cH:32]2)[NH:30][C:29](=[O:33])[CH2:28]3)[cH:21][cH:22][cH:23]1.[CH2:34]1[CH2:35][CH2:36][NH:37][CH2:38][CH2:39]1.[CH3:40][CH2:41][OH:42]>>[C:1](=[O:2])([OH:3])[CH2:4][CH2:5][c:6]1[c:7]([CH3:14])[nH:8][c:9]([CH:12]=[C:28]2[c:27]3[cH:26][cH:25][c:24](-[c:20]4[cH:19][c:18]([O:17][CH2:15][CH3:16])[cH:23][cH:22][cH:21]4)[cH:32][c:31]3[NH:30][C:29]2=[O:33])[c:10]1[CH3:11]. Reactants: CC(C)(C)O, CN, COc1ccc(Cl)cc1. Product: CNc1ccc(OC)cc1. As a reaction SMILES: [C:12]([OH:13])([CH3:14])([CH3:15])[CH3:16].[CH3:10][NH2:11].[Cl:1][c:2]1[cH:3][cH:4][c:5]([O:8][CH3:9])[cH:6][cH:7]1>>[c:2]1([NH:11][CH3:10])[cH:3][cH:4][c:5]([O:8][CH3:9])[cH:6][cH:7]1. The reactants are C(C1=CC=CC=C1)N1C(=CC2=CC(=CC=C12)Cl)C(C(C)C)O (1-(1-benzyl-5-chloro-1H-indole-2-yl)-2-methylpropan-1-ol), C1=CC=C(C=C1)P(C2=CC=CC=C2)C3=CC=CC=C3 (Ph3P), C1(C=2C(C(N1)=O)=CC=CC2)=O (phthalimide), CC(C)OC(=O)/N=N/C(=O)OC(C)C (DIAD). Solvent: C1CCOC1 (THF), O (water). Run at time 8 hour. Yields the product C(C1=CC=CC=C1)N1C(=CC2=CC(=CC=C12)Cl)C(C(C)C)N1C(C2=CC=CC=C2C1=O)=O (2-(1-(1-Benzyl-5-chloro-1H-indol-2-yl)-2-methylpropyl)isoindoline-1,3-dione). Isolated yield 64.0%. RXN SMILES: [CH2:1]([N:8]1[C:16]2[C:11](=[CH:12][C:13]([Cl:17])=[CH:14][CH:15]=2)[CH:10]=[C:9]1[CH:18](O)[CH:19]([CH3:21])[CH3:20])[C:2]1[CH:7]=[CH:6][CH:5]=[CH:4][CH:3]=1.C1C=CC(P(C2C=CC=CC=2)C2C=CC=CC=2)=CC=1.[C:42]1(=[O:52])[NH:46][C:45](=[O:47])[C:44]2=[CH:48][CH:49]=[CH:50][CH:51]=[C:43]12.CC(OC(/N=N/C(OC(C)C)=O)=O)C>C1COCC1.O>[CH2:1]([N:8]1[C:16]2[C:11](=[CH:12][C:13]([Cl:17])=[CH:14][CH:15]=2)[CH:10]=[C:9]1[CH:18]([N:46]1[C:42](=[O:52])[C:43]2[C:44](=[CH:48][CH:49]=[CH:50][CH:51]=2)[C:45]1=[O:47])[CH:19]([CH3:21])[CH3:20])[C:2]1[CH:3]=[CH:4][CH:5]=[CH:6][CH:7]=1. Procedure: To a solution of 1-(1-benzyl-5-chloro-1H-indole-2-yl)-2-methylpropan-1-ol (0.6 mmol), Ph3P, (1 mmol), phthalimide (1.8 mmol) in 5 mL of dry THF at 0° C., was added DIAD (1 mmol) drop wise. The mixture was warmed up to room temperature gradually and stirred overnight. The solution was poured into water, and extracted with EtOAc (×3). The organic layers were combined, washed with H2O (×3), brine (×3), dried (Na2SO4), filtered, and the filtrate was concentrated. The material was purified by flash c... Starting materials: CC(C)N1N=CC2=C1N=C(C=C2C(=O)O)C2=CC=NC=C2 (1-(1-methylethyl)-6-(4-pyridinyl)-1H-pyrazolo[3,4-b]pyridine-4-carboxylic acid), ON1N=NC2=C1N=CC=C2 (1-hydroxy-7-azabenzotriazole), C(CCl)Cl (EDC), NCC=1C(NC(=CC1C)C)=O (3-(aminomethyl)-4,6-dimethyl-2(1H)-pyridinone), CN1CCOCC1 (N-methylmorpholine). Run in CS(=O)C (DMSO). Product: CC1=C(C(NC(=C1)C)=O)CNC(=O)C=1C2=C(N=C(C1)C1=CC=NC=C1)N(N=C2)C(C)C (N-[(4,6-Dimethyl-2-oxo-1,2-dihydro-3-pyridinyl)methyl]-1-(1-methylethyl)-6-(4-pyridinyl)-1H-pyrazolo[3,4-b]pyridine-4-carboxamide). Reaction SMILES: [CH3:1][CH:2]([N:4]1[C:8]2[N:9]=[C:10]([C:16]3[CH:21]=[CH:20][N:19]=[CH:18][CH:17]=3)[CH:11]=[C:12]([C:13]([OH:15])=O)[C:7]=2[CH:6]=[N:5]1)[CH3:3].[NH2:22][CH2:23][C:24]1[C:25](=[O:32])[NH:26][C:27]([CH3:31])=[CH:28][C:29]=1[CH3:30].CN1CCOCC1.ON1C2N=CC=CC=2N=N1.C(Cl)CCl>CS(C)=O>[CH3:30][C:29]1[CH:28]=[C:27]([CH3:31])[NH:26][C:25](=[O:32])[C:24]=1[CH2:23][NH:22][C:13]([C:12]1[C:7]2[CH:6]=[N:5][N:4]([CH:2]([CH3:1])[CH3:3])[C:8]=2[N:9]=[C:10]([C:16]2[CH:21]=[CH:20][N:19]=[CH:18][CH:17]=2)[CH:11]=1)=[O:15]. Procedure details: The title compound was prepared in the same manner as described in example 109 using 1-(1-methylethyl)-6-(4-pyridinyl)-1H-pyrazolo[3,4-b]pyridine-4-carboxylic acid (60 mg, 0.213 mmol), DMSO (2 mL), 3-(aminomethyl)-4,6-dimethyl-2(1H)-pyridinone (60.1 mg, 0.319 mmol) HCl salt, N-methylmorpholine (0.093 mL, 0.850 mmol), 1-hydroxy-7-azabenzotriazole (57.9 mg, 0.425 mmol), and EDC (81 mg, 0.425 mmol). The final product was collected as 66 mg (74%). LCMS E-S (M+H)=446.5. 1H NMR (400 MHz, DMSO-d6) δ pp... Starting materials: N1=C(C=CC2=CC=CC=C12)C=1C=C(OC2=CC=3NC4=CC=CC=C4C3C=C2)C=CC1 (2-(3-(quinolin-2-yl)phenoxy)-9H-carbazole), C(=O)([O-])[O-].[K+].[K+] (K2CO3), BrC1=NC=CC(=C1)C (2-bromo-4-methylpyridine), CN1C=NC=C1 (1-methyl-1H-imidazole). Reagents/catalysts: [Cu]I (CuI). The solvent is C1(=CC=CC=C1)C (toluene). Run at temperature 120 celsius, time 3 day. The product is CC1=CC(=NC=C1)N1C2=CC=CC=C2C=2C=CC(=CC12)OC1=CC(=CC=C1)C1=NC2=CC=CC=C2C=C1 (9-(4-methylpyridin-2-yl)-2-(3-(quinolin-2-yl)phenoxy)-9H-carbazole), liquid. Reaction SMILES: [N:1]1[C:10]2[C:5](=[CH:6][CH:7]=[CH:8][CH:9]=2)[CH:4]=[CH:3][C:2]=1[C:11]1[CH:12]=[C:13]([CH:28]=[CH:29][CH:30]=1)[O:14][C:15]1[CH:27]=[CH:26][C:25]2[C:24]3[C:19](=[CH:20][CH:21]=[CH:22][CH:23]=3)[NH:18][C:17]=2[CH:16]=1.C([O-])([O-])=O.[K+].[K+].Br[C:38]1[CH:43]=[C:42]([CH3:44])[CH:41]=[CH:40][N:39]=1.CN1C=CN=C1>[Cu]I.C1(C)C=CC=CC=1>[CH3:44][C:42]1[CH:41]=[CH:40][N:39]=[C:38]([N:18]2[C:17]3[CH:16]=[C:15]([O:14][C:13]4[CH:28]=[CH:29][CH:30]=[C:11]([C:2]5[CH:3]=[CH:4][C:5]6[C:10](=[CH:9][CH:8]=[CH:7][CH:6]=6)[N:1]=5)[CH:12]=4)[CH:27]=[CH:26][C:25]=3[C:24]3[C:19]2=[CH:20][CH:21]=[CH:22][CH:23]=3)[CH:43]=1 |f:1.2.3|. Reported procedure: To a dry pressure vessel equipped with a magnetic stir bar was added 2-(3-(quinolin-2-yl)phenoxy)-9H-carbazole (773 mg, 2.0 mmol, 1.0 eq), CuI (76 mg, 0.4 mmol, 0.2 eq), and K2CO3 (553 mg, 4.0 mmol, 2.0 eq). The vessel was evacuated and back-filled with nitrogen. The evacuation and back-fill procedure was repeated twice. Then 2-bromo-4-methylpyridine (1032 mg, 6.0 mmol, 3.0 eq), 1-methyl-1H-imidazole (158 uL, 2.0 mmol, 1.0 eq) and solvent toluene (32 mL) were added under nitrogen. After bubbling...